This data is from the Open Reaction Database (ORD), a public repository of structured organic reaction records. The task is: describe an organic reaction: reactants, conditions, products, and yield Reactants: CC(=O)[O-], COC1CCN(C(=O)c2cc(CC(=O)O)ccc2F)CC1, O=C1OC(=O)c2c1cccc2[N+](=O)[O-], [Na+]. Product: COC1CCN(C(=O)c2cc(C=C3OC(=O)c4cccc([N+](=O)[O-])c43)ccc2F)CC1. As a reaction SMILES: [CH3:2][C:3](=[O:4])[O-:5].[F:20][c:21]1[c:22]([C:31](=[O:32])[N:33]2[CH2:34][CH2:35][CH:36]([O:39][CH3:40])[CH2:37][CH2:38]2)[cH:23][c:24]([CH2:27][C:28]([OH:29])=[O:30])[cH:25][cH:26]1.[N+:6](=[O:7])([O-:8])[c:9]1[c:10]2[c:14]([cH:15][cH:16][cH:17]1)[C:13](=[O:18])[O:12][C:11]2=[O:19].[Na+:1]>>[N+:6](=[O:7])([O-:8])[c:9]1[c:10]2[c:14]([cH:15][cH:16][cH:17]1)[C:13](=[O:18])[O:12][C:11]2=[CH:27][c:24]1[cH:23][c:22]([C:31](=[O:32])[N:33]2[CH2:34][CH2:35][CH:36]([O:39][CH3:40])[CH2:37][CH2:38]2)[c:21]([F:20])[cH:26][cH:25]1. Product: C(C=C)[C@@]1([C@@H]([C@@H](O[C@@H]1COCC1=CC=CC=C1)N1C(=O)NC(=O)C(C)=C1)O)OCC1=CC=CC=C1 (1-(3-C-Allyl-3,5-di-O-benzyl-β-D-arabinofuranosyl)thymine), material. Yield: 74.0%. Reactants: C(C=C)[C@@]1([C@H]([C@@H](O[C@@H]1COCC1=CC=CC=C1)N1C(=O)NC(=O)C(C)=C1)OS(=O)(=O)C)OCC1=CC=CC=C1 (1-(3-C-Allyl-3,5-di-O-benzyl-2-O-methanesulfonyi-β-D-ribofuranosyl)thymine). Run in C(C)O (ethanol), O (water), [OH-].[Na+] (sodium hydroxide). RXN SMILES: [CH2:1]([C@@:4]1([O:32][CH2:33][C:34]2[CH:39]=[CH:38][CH:37]=[CH:36][CH:35]=2)[C@@H:8]([CH2:9][O:10][CH2:11][C:12]2[CH:17]=[CH:16][CH:15]=[CH:14][CH:13]=2)[O:7][C@@H:6]([N:18]2[CH:26]=[C:24]([CH3:25])[C:22](=[O:23])[NH:21][C:19]2=[O:20])[C@@H:5]1[O:27]S(C)(=O)=O)[CH:2]=[CH2:3]>C(O)C.O.[OH-].[Na+]>[CH2:1]([C@@:4]1([O:32][CH2:33][C:34]2[CH:39]=[CH:38][CH:37]=[CH:36][CH:35]=2)[C@@H:8]([CH2:9][O:10][CH2:11][C:12]2[CH:13]=[CH:14][CH:15]=[CH:16][CH:17]=2)[O:7][C@@H:6]([N:18]2[CH:26]=[C:24]([CH3:25])[C:22](=[O:23])[NH:21][C:19]2=[O:20])[C@H:5]1[OH:27])[CH:2]=[CH2:3] |f:3.4|. Reported procedure: A solution of nucleoside 3 (3.59 9, 6.45 mmol) in ethanol (72 cm3), water (72 cm3) and 1 M aqueous sodium hydroxide (20.6 cm3) was stirred under reflux for 18 h. After neutralisation with dilute hydrochloric acid, the solvent was removed under reduced pressure and the residue was dissolved in dichloromethane (3×150 cm3). The organic phase was washed with a saturated aqueous solution of sodium hydrogencarbonate (3×200 cm3) and dried (Na2SO4). The solvent was removed under reduced pressure and the... Starting materials: [BH4-].[Na+] (sodium borohydride), C1(CCCCC1)C(=O)C=1OC2=C(C1C)C=C(C=C2)OC2CCOCC2 (Cyclohexyl[3-methyl-5-(tetrahydro-2H-pyran-4-yloxy)-1-benzofuran-2-yl]methanone), C1(CCCCC1)C(=O)C=1OC2=C(C1C)C=C(C=C2)OC2CCOCC2 (cyclohexyl[3-methyl-5-(tetrahydro-2H-pyran-4-yloxy)-1-benzofuran-2-yl]methanone). The solvent is CO (methanol), O1CCCC1 (tetrahydrofuran). Conditions: time 2 hour. The product is C1(CCCCC1)C(O)C=1OC2=C(C1C)C=C(C=C2)OC2CCOCC2 (cyclohexyl[3-methyl-5-(tetrahydro-2H-pyran-4-yloxy)-1-benzofuran-2-yl]methanol). The yield is 93.8%. RXN SMILES: [CH:1]1([C:7]([C:9]2[O:10][C:11]3[CH:18]=[CH:17][C:16]([O:19][CH:20]4[CH2:25][CH2:24][O:23][CH2:22][CH2:21]4)=[CH:15][C:12]=3[C:13]=2[CH3:14])=[O:8])[CH2:6][CH2:5][CH2:4][CH2:3][CH2:2]1.[BH4-].[Na+]>O1CCCC1.CO>[CH:1]1([CH:7]([C:9]2[O:10][C:11]3[CH:18]=[CH:17][C:16]([O:19][CH:20]4[CH2:21][CH2:22][O:23][CH2:24][CH2:25]4)=[CH:15][C:12]=3[C:13]=2[CH3:14])[OH:8])[CH2:2][CH2:3][CH2:4][CH2:5][CH2:6]1 |f:1.2|. Procedure: Cyclohexyl[3-methyl-5-(tetrahydro-2H-pyran-4-yloxy)-1-benzofuran-2-yl]methanone (7.1 g) synthesized in the above-mentioned (4) was dissolved in tetrahydrofuran (200 mL) and methanol (20 mL), and sodium borohydride (90%, 1.6 g) was added under ice-cooling. The ice bath was removed, and the reaction mixture was stirred at room temperature for 2 hr. The reaction mixture was ice-cooled again, water (10 mL) and 1N hydrochloric acid (100 mL) were added carefully, and the mixture was extracted with eth... Starting materials: NC1C(N(C2=C(C(=N1)C1=CC=CC=C1)C=CC=C2)C)=O (3(R,S)-amino-1,3-dihydro-1-methyl-5-phenyl-2H-1,4-benzodiazepin-2-one), COC1=CC=C(C=C1)N=C=O (4-methoxyphenylisocyanate). Run in O1CCCC1 (tetrahydrofuran). Conditions: time 8 hour. Product: CN1C(C(N=C(C2=C1C=CC=C2)C2=CC=CC=C2)NC(=O)NC2=CC=C(C=C2)OC)=O (N-(2,3-Dihydro-1-methyl-2-oxo-5-phenyl-1H-1,4-benzodiazepin-3-yl)-N'-(4-methoxvphenyl)-urea). RXN SMILES: [NH2:1][CH:2]1[N:8]=[C:7]([C:9]2[CH:14]=[CH:13][CH:12]=[CH:11][CH:10]=2)[C:6]2[CH:15]=[CH:16][CH:17]=[CH:18][C:5]=2[N:4]([CH3:19])[C:3]1=[O:20].[CH3:21][O:22][C:23]1[CH:28]=[CH:27][C:26]([N:29]=[C:30]=[O:31])=[CH:25][CH:24]=1>O1CCCC1>[CH3:19][N:4]1[C:5]2[CH:18]=[CH:17][CH:16]=[CH:15][C:6]=2[C:7]([C:9]2[CH:14]=[CH:13][CH:12]=[CH:11][CH:10]=2)=[N:8][CH:2]([NH:1][C:30]([NH:29][C:26]2[CH:27]=[CH:28][C:23]([O:22][CH3:21])=[CH:24][CH:25]=2)=[O:31])[C:3]1=[O:20]. Reported procedure: Equimolar amounts of 3(R,S)-amino-1,3-dihydro-1-methyl-5-phenyl-2H-1,4-benzodiazepin-2-one and 4-methoxyphenylisocyanate were mixed in 8 ml of dry tetrahydrofuran at room temperature. The reaction mixture was allowed to stand for 8 hours and was then filtered. The collected solids were washed with tetrahydrofuran and dried in vacuo over P2O5 to give the analytical Product: m.p. 261°-263° C. The reactants are ClCCl, O=C(OO)c1cccc(Cl)c1, Clc1ccc(SCc2ccccn2)cc1, Cl. Product: O=S(Cc1ccccn1)c1ccc(Cl)cc1. RXN SMILES: [CH2:28]([Cl:29])[Cl:30].[Cl:17][c:18]1[cH:19][c:20]([C:25](=[O:22])[O:26][OH:27])[cH:21][cH:23][cH:24]1.[Cl:1][c:2]1[cH:3][cH:4][c:5]([S:8][CH2:9][c:10]2[n:11][cH:12][cH:13][cH:14][cH:15]2)[cH:6][cH:7]1.[ClH:16]>>[Cl:1][c:2]1[cH:3][cH:4][c:5]([S:8]([CH2:9][c:10]2[n:11][cH:12][cH:13][cH:14][cH:15]2)=[O:22])[cH:6][cH:7]1. Reactants: N1C(=NC2=C1C=CC=C2)C(=O)C2=CC=C(C=C2)OC2=NC=CC=C2Br ((1H-benzo[d]imidazol-2-yl)(4-(3-bromopyridin-2-yloxy)phenyl)methanone), O1CC=CC1 (2,5-dihydrofuran), C1(CCCCC1)N(C1CCCCC1)C (N-cyclohexyl-N-methylcyclohexanamine). Reagents/catalysts: CC(C)([P](C(C)(C)C)([Pd][P](C(C)(C)C)(C(C)(C)C)C(C)(C)C)C(C)(C)C)C (bis(tri-tert-butylphosphine)palladium). Solvent: O1CCOCC1 (dioxane), CCOC(=O)C (EtOAc). Run at temperature 80 celsius. The product is N1C(=NC2=C1C=CC=C2)C(=O)C2=CC=C(C=C2)OC2=NC=CC=C2C2OC=CC2 ((1H-benzo[d]imidazol-2-yl)(4-(3-(2,3-dihydrofuran-2-yl)pyridin-2-yloxy)phenyl)methanone), N1C(=NC2=C1C=CC=C2)C(=O)C2=CC=C(C=C2)OC2=NC=CC=C2C2COC=C2 ((1H-benzo[d]imidazol-2-yl)(4-(3-(2,3-dihydro furan-3-yl)pyridin-2-yloxy)phenyl)methanone). Reaction SMILES: [NH:1]1[C:5]2[CH:6]=[CH:7][CH:8]=[CH:9][C:4]=2[N:3]=[C:2]1[C:10]([C:12]1[CH:17]=[CH:16][C:15]([O:18][C:19]2[C:24](Br)=[CH:23][CH:22]=[CH:21][N:20]=2)=[CH:14][CH:13]=1)=[O:11].[O:26]1[CH2:30][CH:29]=[CH:28][CH2:27]1.C1(N(C)C2CCCCC2)CCCCC1>O1CCOCC1.CCOC(C)=O.CC(C)([P](C(C)(C)C)([Pd][P](C(C)(C)C)(C(C)(C)C)C(C)(C)C)C(C)(C)C)C>[NH:1]1[C:5]2[CH:6]=[CH:7][CH:8]=[CH:9][C:4]=2[N:3]=[C:2]1[C:10]([C:12]1[CH:17]=[CH:16][C:15]([O:18][C:19]2[C:24]([CH:30]3[CH2:29][CH:28]=[CH:27][O:26]3)=[CH:23][CH:22]=[CH:21][N:20]=2)=[CH:14][CH:13]=1)=[O:11].[NH:1]1[C:5]2[CH:6]=[CH:7][CH:8]=[CH:9][C:4]=2[N:3]=[C:2]1[C:10]([C:12]1[CH:17]=[CH:16][C:15]([O:18][C:19]2[C:24]([CH:29]3[CH:28]=[CH:27][O:26][CH2:30]3)=[CH:23][CH:22]=[CH:21][N:20]=2)=[CH:14][CH:13]=1)=[O:11] |^1:59,65|. Procedure: A mixture of (1H-benzo[d]imidazol-2-yl)(4-(3-bromopyridin-2-yloxy)phenyl)methanone (1.522 g, 3.86 mmol), 2,5-dihydrofuran (1.400 mL, 18.98 mmol, Aldrich), N-cyclohexyl-N-methylcyclohexanamine (1.600 mL, 7.54 mmol, Aldrich) and bis(tri-tert-butylphosphine)palladium (0) (0.194 g, 0.380 mmol, Strem) in dioxane (10 mL) was sealed in a microwave vessel under an atmosphere of argon and heated thermally at 80° C. for 6 h. The reaction was diluted with EtOAc and the mixture was extracted with water (1×)... Starting materials: [C-]#N.[Na+] (NaCN), COS(=O)(=O)[O-].CO[N+]1=CC(=CC(=C1)C)C (1-methoxy-3,5-dimethyl pyridinium methyl sulfate). Run in O (water), O (water). Run at time 8 hour. Yields the product C(#N)C1=NC=C(C=C1C)C (2-CYANO-3,5-DIMETHYLPYRIDINE). Yield: 91.7%. RXN SMILES: [C-:1]#[N:2].[Na+].COS([O-])(=O)=O.CO[N+:12]1[CH:17]=[C:16]([CH3:18])[CH:15]=[C:14]([CH3:19])[CH:13]=1>O>[C:1]([C:13]1[C:14]([CH3:19])=[CH:15][C:16]([CH3:18])=[CH:17][N:12]=1)#[N:2] |f:0.1,2.3|. Reported procedure: To a cooled (0° C.) solution of NaCN (49.0 g, 0.999 mol, 3.0 eq.) in 135 mL of water (air free) was dripped 1-methoxy-3,5-dimethyl pyridinium methyl sulfate (83.0 g, 0.33 mol) in 100 mL water (air free) in 1.25 hr., keeping the temperature below 3° C. The reaction mixture was stored at about 3° C. overnight. The mixture was filtered and washed with water to give 40 g of the title compound. An analytical sample was recrystallized from isopropyl ether and pentane (4:1) (m.p.: 61-62° C.). The reactants are CSC(=C[N+](=O)[O-])SC, CC#N, N=C(N)Nc1nc(C2CCCC(N)C2)cs1. Product: CSC(=C[N+](=O)[O-])NC1CCCC(c2csc(NC(=N)N)n2)C1. Reaction SMILES: [CH3:17][S:18][C:19](=[CH:20][N+:21](=[O:22])[O-:23])[S:24][CH3:25].[CH3:26][C:27]#[N:28].[NH:1]([C:2](=[NH:3])[NH2:4])[c:5]1[s:6][cH:7][c:8]([CH:10]2[CH2:11][CH:12]([NH2:16])[CH2:13][CH2:14][CH2:15]2)[n:9]1>>[NH:1]([C:2](=[NH:3])[NH2:4])[c:5]1[s:6][cH:7][c:8]([CH:10]2[CH2:11][CH:12]([NH:16][C:19]([S:18][CH3:17])=[CH:20][N+:21](=[O:22])[O-:23])[CH2:13][CH2:14][CH2:15]2)[n:9]1. The reactants are [H-].[Al+3].[Li+].[H-].[H-].[H-] (lithium aluminum hydride), O (water), [C@@H]1([C@H](CCCC1)C(=O)O)C(=O)O (cis-1,2-cyclohexanedicarboxylic acid), ice. Solvent: CCOCC (ether), CCOCC (ether). Product: [C@@H]1([C@H](CCCC1)CO)CO (cis-1,2-cyclohexanedimethanol). Isolated yield 100.4%. As a reaction SMILES: [C@@H:1]1([C:10](O)=[O:11])[CH2:6][CH2:5][CH2:4][CH2:3][C@@H:2]1[C:7](O)=[O:8].[H-].[Al+3].[Li+].[H-].[H-].[H-].O>CCOCC>[C@@H:1]1([CH2:10][OH:11])[CH2:6][CH2:5][CH2:4][CH2:3][C@@H:2]1[CH2:7][OH:8] |f:1.2.3.4.5.6|. Procedure: 63 g of anhydrous cis-1,2-cyclohexanedicarboxylic acid was dissolved in 200 ml of dried ether and the solution was added dropwise to an ice-cooled suspension of 29 g of lithium aluminum hydride in 1000 ml of dried ether. After completion of the dropwise addition, the solution was heated under reflux for 30 minutes, following return to room temperature, 50 ml of water was added thereto, followed by filtration. The filter cake was washed twice with tetrahydrofuran (200 ml each time). The ethereal ...